This data is from the Open Reaction Database (ORD), a public repository of structured organic reaction records. The task is: describe an organic reaction: reactants, conditions, products, and yield Reactants: [C+4], O=C(Nc1cc(Oc2ccc([N+](=O)[O-])cc2F)ccn1)N1CCC(N2CCC(O)CC2)CC1, C1CCOC1, [OH-], [OH-], [OH-], [OH-], [OH-], [OH-], [Pd+2]. The product is Nc1ccc(Oc2ccnc(NC(=O)N3CCC(N4CCC(O)CC4)CC3)c2)c(F)c1. Reaction SMILES: [C+4:39].[F:1][c:2]1[c:3]([O:4][c:5]2[cH:6][c:7]([NH:11][C:12](=[O:13])[N:14]3[CH2:15][CH2:16][CH:17]([N:20]4[CH2:21][CH2:22][CH:23]([OH:26])[CH2:24][CH2:25]4)[CH2:18][CH2:19]3)[n:8][cH:9][cH:10]2)[cH:27][cH:28][c:29]([N+:31]([O-:32])=[O:33])[cH:30]1.[O:34]1[CH2:35][CH2:36][CH2:37][CH2:38]1.[OH-:40].[OH-:42].[OH-:43].[OH-:44].[OH-:45].[OH-:46].[Pd+2:41]>>[F:1][c:2]1[c:3]([O:4][c:5]2[cH:6][c:7]([NH:11][C:12](=[O:13])[N:14]3[CH2:15][CH2:16][CH:17]([N:20]4[CH2:21][CH2:22][CH:23]([OH:26])[CH2:24][CH2:25]4)[CH2:18][CH2:19]3)[n:8][cH:9][cH:10]2)[cH:27][cH:28][c:29]([NH2:31])[cH:30]1. Reactants: CC(C)(C#N)c1ccc(C(=O)Cl)cc1, Cc1cc2nc(N)cc(-c3ccccc3)n2n1, [Na+], O=C([O-])O, c1ccncc1. Product: Cc1cc2nc(NC(=O)c3ccc(C(C)(C)C#N)cc3)cc(-c3ccccc3)n2n1. Reaction SMILES: [C:18](#[N:19])[C:20]([CH3:21])([CH3:22])[c:23]1[cH:24][cH:25][c:26]([C:27](=[O:28])[Cl:29])[cH:30][cH:31]1.[CH3:1][c:2]1[n:3][n:4]2[c:5]([n:6][c:7]([NH2:16])[cH:8][c:9]2-[c:10]2[cH:11][cH:12][cH:13][cH:14][cH:15]2)[cH:17]1.[Na+:36].[O-:32][C:33]([OH:34])=[O:35].[cH:37]1[cH:38][cH:39][n:40][cH:41][cH:42]1>>[CH3:1][c:2]1[n:3][n:4]2[c:5]([n:6][c:7]([NH:16][C:27]([c:26]3[cH:25][cH:24][c:23]([C:20]([C:18]#[N:19])([CH3:21])[CH3:22])[cH:31][cH:30]3)=[O:28])[cH:8][c:9]2-[c:10]2[cH:11][cH:12][cH:13][cH:14][cH:15]2)[cH:17]1.